From a dataset of the Open Reaction Database (ORD), a public repository of structured organic reaction records. describe an organic reaction: reactants, conditions, products, and yield Reactants: ClC1=CC=C(C=C1)C1(N=C(N(C1(C)C1=CC=C(C=C1)Cl)C(=O)Cl)C1=C(C=C(C=C1)C(C)(C)O)OCC)C (rac-(4S*,5R*)-4,5-bis-(4-chloro-phenyl)-2-[2-ethoxy-4-(1-hydroxy-1-methyl-ethyl)-phenyl]-4,5-dimethyl-4,5-dihydro-imidazole-1-carbonyl chloride), Cl.Cl.O=S1(CCC(CC1)N1CCNCC1)=O (1-(1,1-dioxo-tetrahydro-2H-thiopyran-4-yl)-piperazine dihydrochloride). The product is ClC1=CC=C(C=C1)[C@@]1(N=C(N([C@]1(C)C1=CC=C(C=C1)Cl)C(=O)N1CCN(CC1)C1CCS(CC1)(=O)=O)C1=C(C=C(C=C1)C(C)(C)O)OCC)C ({(4S,5R)-4,5-Bis-(4-chloro-phenyl)-2-[2-ethoxy-4-(1-hydroxy-1-methyl-ethyl)-phenyl]-4,5-dimethyl-4,5-dihydro-imidazol-1-yl}-[4-(1,1-dioxo-tetrahydro-2H-thiopyran-4-yl)-piperazin-1-yl]-methanone). RXN SMILES: [Cl:1][C:2]1[CH:7]=[CH:6][C:5]([C:8]2([CH3:37])[C:12]([C:14]3[CH:19]=[CH:18][C:17]([Cl:20])=[CH:16][CH:15]=3)([CH3:13])[N:11]([C:21](Cl)=[O:22])[C:10]([C:24]3[CH:29]=[CH:28][C:27]([C:30]([OH:33])([CH3:32])[CH3:31])=[CH:26][C:25]=3[O:34][CH2:35][CH3:36])=[N:9]2)=[CH:4][CH:3]=1.Cl.Cl.[O:40]=[S:41]1(=[O:53])[CH2:46][CH2:45][CH:44]([N:47]2[CH2:52][CH2:51][NH:50][CH2:49][CH2:48]2)[CH2:43][CH2:42]1>>[Cl:1][C:2]1[CH:7]=[CH:6][C:5]([C@@:8]2([CH3:37])[C@:12]([C:14]3[CH:15]=[CH:16][C:17]([Cl:20])=[CH:18][CH:19]=3)([CH3:13])[N:11]([C:21]([N:50]3[CH2:51][CH2:52][N:47]([CH:44]4[CH2:43][CH2:42][S:41](=[O:40])(=[O:53])[CH2:46][CH2:45]4)[CH2:48][CH2:49]3)=[O:22])[C:10]([C:24]3[CH:29]=[CH:28][C:27]([C:30]([OH:33])([CH3:31])[CH3:32])=[CH:26][C:25]=3[O:34][CH2:35][CH3:36])=[N:9]2)=[CH:4][CH:3]=1 |f:1.2.3|. Procedure: In a manner analogous to the method described in example 5, rac-(4S*,5R*)-4,5-bis-(4-chloro-phenyl)-2-[2-ethoxy-4-(1-hydroxy-1-methyl-ethyl)-phenyl]-4,5-dimethyl-4,5-dihydro-imidazole-1-carbonyl chloride was reacted with 1-(1,1-dioxo-tetrahydro-2H-thiopyran-4-yl)-piperazine dihydrochloride (example 22) to give the title compound as a racemic mixture. The enantiomers were then separated by supercritical fluid chromatography (Berger Instrument Multi-Gram II, Daicel ChiralPak OD-H 3×25 cm, 35° C. a...